This data is from the Open Reaction Database (ORD), a public repository of structured organic reaction records. The task is: describe an organic reaction: reactants, conditions, products, and yield Starting materials: COCOc1ccc(C(c2ccc(OCOC)cc2)c2c(C(=O)N3CCN(c4ccccc4Cl)CC3)[nH]c3ccccc23)cc1, CN(C)CCCl, CN(C)C=O, [Cl-], Cl, [H-], [NH4+], [Na+], O. The product is COCOc1ccc(C(c2ccc(OCOC)cc2)c2c(C(=O)N3CCN(c4ccccc4Cl)CC3)n(CCN(C)C)c3ccccc23)cc1. As a reaction SMILES: [CH3:1][O:2][CH2:3][O:4][c:5]1[cH:6][cH:7][c:8]([CH:11]([c:12]2[c:13]([C:21](=[O:22])[N:23]3[CH2:24][CH2:25][N:26]([c:29]4[c:30]([Cl:35])[cH:31][cH:32][cH:33][cH:34]4)[CH2:27][CH2:28]3)[nH:14][c:15]3[cH:16][cH:17][cH:18][cH:19][c:20]23)[c:36]2[cH:37][cH:38][c:39]([O:42][CH2:43][O:44][CH3:45])[cH:40][cH:41]2)[cH:9][cH:10]1.[CH3:49][N:50]([CH2:51][CH2:52][Cl:53])[CH3:54].[CH3:57][N:58]([CH3:59])[CH:60]=[O:61].[Cl-:55].[ClH:48].[H-:46].[NH4+:56].[Na+:47].[OH2:62]>>[CH3:1][O:2][CH2:3][O:4][c:5]1[cH:6][cH:7][c:8]([CH:11]([c:12]2[c:13]([C:21](=[O:22])[N:23]3[CH2:24][CH2:25][N:26]([c:29]4[c:30]([Cl:35])[cH:31][cH:32][cH:33][cH:34]4)[CH2:27][CH2:28]3)[n:14]([CH2:52][CH2:51][N:50]([CH3:49])[CH3:54])[c:15]3[cH:16][cH:17][cH:18][cH:19][c:20]23)[c:36]2[cH:37][cH:38][c:39]([O:42][CH2:43][O:44][CH3:45])[cH:40][cH:41]2)[cH:9][cH:10]1. Reactants: [Li]CCCC (n-BuLi), [Cl-].[NH4+] (ammonium chloride), C(C)(C)(C)[Si](C)(C)OC1=CC(=CC(=C1)Br)Br (tert-Butyl-(3,5-dibromo-phenoxy)-dimethyl-silane), CN(C)C=O (DMF). Run in CO (methanol), C1CCOC1 (THF), C(C)(=O)OCC (Ethyl acetate). Reaction conditions: temperature -78 celsius, time 15 minute. The product is BrC=1C=C(C=O)C=C(C1)O[Si](C)(C)C(C)(C)C (3-Bromo-5-(tert-butyl-dimethyl-silanyloxy)-benzaldehyde). RXN SMILES: [C:1]([Si:5]([O:8][C:9]1[CH:14]=[C:13](Br)[CH:12]=[C:11]([Br:16])[CH:10]=1)([CH3:7])[CH3:6])([CH3:4])([CH3:3])[CH3:2].[Li]CCCC.CN([CH:25]=[O:26])C.[Cl-].[NH4+]>C1COCC1.C(OCC)(=O)C.CO>[Br:16][C:11]1[CH:12]=[C:13]([CH:14]=[C:9]([O:8][Si:5]([C:1]([CH3:2])([CH3:3])[CH3:4])([CH3:6])[CH3:7])[CH:10]=1)[CH:25]=[O:26] |f:3.4|. Procedure: tert-Butyl-(3,5-dibromo-phenoxy)-dimethyl-silane (22 g; 60.08 mmol) was dissolved in THF (200 mL) in a dried reaction flask under an atmosphere of nitrogen. The mixture was cooled to −78° C. and n-BuLi (1.6 N in hexane; 41.25 mL; 66.09 mmol) was added while the temperature was kept between −60 and −78° C. The mixture was stirred for 15 min. and DMF (4.83 g; 66.08 mmol) was added. The reaction mixture was stirred for 1 h and methanol (5 mL) followed by saturated ammonium chloride was added. Ethyl... RXN SMILES: [F:16][C:17]([CH2:18][NH:19][C:20](=[O:21])[C:22]1([CH2:35][CH2:36][CH2:37][CH2:38][Br:39])[c:23]2[cH:24][cH:25][cH:26][cH:27][c:28]2-[c:29]2[cH:30][cH:31][cH:32][cH:33][c:34]21)([F:40])[F:41].[N+:1](=[O:2])([O-:3])[c:4]1[cH:5][cH:6][c:7]([N:10]2[CH2:11][CH2:12][NH:13][CH2:14][CH2:15]2)[cH:8][cH:9]1>>[N+:1](=[O:2])([O-:3])[c:4]1[cH:5][cH:6][c:7]([N:10]2[CH2:11][CH2:12][N:13]([CH2:38][CH2:37][CH2:36][CH2:35][C:22]3([C:20]([NH:19][CH2:18][C:17]([F:16])([F:40])[F:41])=[O:21])[c:23]4[cH:24][cH:25][cH:26][cH:27][c:28]4-[c:29]4[cH:30][cH:31][cH:32][cH:33][c:34]43)[CH2:14][CH2:15]2)[cH:8][cH:9]1. Product: O=C(NCC(F)(F)F)C1(CCCCN2CCN(c3ccc([N+](=O)[O-])cc3)CC2)c2ccccc2-c2ccccc21. Reactants: O=C(NCC(F)(F)F)C1(CCCCBr)c2ccccc2-c2ccccc21, O=[N+]([O-])c1ccc(N2CCNCC2)cc1.